From a dataset of the Open Reaction Database (ORD), a public repository of structured organic reaction records. describe an organic reaction: reactants, conditions, products, and yield The reactants are C1CCC2=NCCCN2CC1 (DBU), C(C1=CC=CC=C1)Br (benzyl bromide), C(C)(C)(C)OC(=O)N1C[C@H](CC1)C(=O)O ((S)-1-tert-butoxycarbonyl-pyrrolidine-3-carboxylic acid). Solvent: C1(=CC=CC=C1)C (toluene). Conditions: time 24 hour. Yields the product C(C)(C)(C)OC(=O)N1C[C@H](CC1)C(=O)OCC1=CC=CC=C1 (benzyl (S)-1-tert-butoxycarbonylpyrrolidine-3-carboxylate). Reaction SMILES: C1CCN2C(=NCCC2)CC1.[CH2:12](Br)[C:13]1[CH:18]=[CH:17][CH:16]=[CH:15][CH:14]=1.[C:20]([O:24][C:25]([N:27]1[CH2:31][CH2:30][C@H:29]([C:32]([OH:34])=[O:33])[CH2:28]1)=[O:26])([CH3:23])([CH3:22])[CH3:21]>C1(C)C=CC=CC=1>[C:20]([O:24][C:25]([N:27]1[CH2:31][CH2:30][C@H:29]([C:32]([O:34][CH2:12][C:13]2[CH:18]=[CH:17][CH:16]=[CH:15][CH:14]=2)=[O:33])[CH2:28]1)=[O:26])([CH3:23])([CH3:21])[CH3:22]. Procedure: DBU (0.764 mL) was added to a mixture of benzyl bromide (0.61 mL), (S)-1-tert-butoxycarbonyl-pyrrolidine-3-carboxylic acid (1 g) in anhydrous toluene (10 mL) and the mixture was stirred at room temperature for 24 hours. The mixture was filtered and the filtrate was concentrated in vacuo. The residue was purified by chromatography on silica eluting with a mixture of ethyl acetate and cyclohexane with a gradient of 0-35% to give benzyl (S)-1-tert-butoxycarbonylpyrrolidine-3-carboxylate (0.859 g) Starting materials: C(#N)C1=C(C=CC=C1)C1=CC=C(C=C1)CC(C(=O)OCC)C(CCC)=O (ethyl 2-[(2'-cyanobiphenyl-4-yl)methyl]-3-oxohexanoate), C[Sn](C)(C)N=[N+]=[N-] (trimethyltin azide), C[Sn](C)(C)N=[N+]=[N-] (trimethyltin azide), [N-]=[N+]=[N-].[Na+] (sodium azide), C[Sn](C)(C)Cl (trimethyltin chloride). Run in C1(=CC=CC=C1)C (toluene). Run at time 16 hour. Product: N1N=NN=C1C1=C(C=CC=C1)C1=CC=C(C=C1)CC(C(=O)OCC)C(CCC)=O (Ethyl 2-[[2'-(1H-tetrazol-5-yl)biphenyl-4-yl]methyl]-3-oxohexanoate). The yield is 73.9%. As a reaction SMILES: [C:1]([C:3]1[CH:8]=[CH:7][CH:6]=[CH:5][C:4]=1[C:9]1[CH:14]=[CH:13][C:12]([CH2:15][CH:16]([C:22](=[O:26])[CH2:23][CH2:24][CH3:25])[C:17]([O:19][CH2:20][CH3:21])=[O:18])=[CH:11][CH:10]=1)#[N:2].C[Sn]([N:31]=[N+:32]=[N-:33])(C)C.[N-]=[N+]=[N-].[Na+].C[Sn](Cl)(C)C>C1(C)C=CC=CC=1>[NH:31]1[C:1]([C:3]2[CH:8]=[CH:7][CH:6]=[CH:5][C:4]=2[C:9]2[CH:14]=[CH:13][C:12]([CH2:15][CH:16]([C:22](=[O:26])[CH2:23][CH2:24][CH3:25])[C:17]([O:19][CH2:20][CH3:21])=[O:18])=[CH:11][CH:10]=2)=[N:2][N:33]=[N:32]1 |f:2.3|. Procedure details: A mixture of 69.9 g of ethyl 2-[(2'-cyanobiphenyl-4-yl)methyl]-3-oxohexanoate, prepared according to Example 5, 700 ml of anhydrous toluene and 47.5 g of trimethyltin azide, prepared from sodium azide and trimethyltin chloride, is refluxed for 24 h. A further 47.5 g of trimethyltin azide are added and reflux is continued for 16 h. The mixture is concentrated to 50%. The orange solution obtained is purified by chromatography twice in succession (eluent: chloroform 90%/methanol 10%, then chlorofor... Starting materials: CC1NC2=C(C=CC(=C2CC1)C)OC (2,5-Dimethyl-8-methoxy-1,2,3,4-tetrahydroquinoline), C1CO1 (ethylene oxide). Product: CC1N(C2=C(C=CC(=C2CC1)C)OC)CCO (2,5-Dimethyl-N-(2-Hydroxyethyl)-8-Methoxy-1,2,3,4-Tetrahydroquinoline). The yield is 72.7%. Reaction SMILES: [CH3:1][CH:2]1[CH2:11][CH2:10][C:9]2[C:4](=[C:5]([O:13][CH3:14])[CH:6]=[CH:7][C:8]=2[CH3:12])[NH:3]1.[CH2:15]1[O:17][CH2:16]1>>[CH3:1][CH:2]1[CH2:11][CH2:10][C:9]2[C:4](=[C:5]([O:13][CH3:14])[CH:6]=[CH:7][C:8]=2[CH3:12])[N:3]1[CH2:15][CH2:16][OH:17]. Procedure details: 2,5-Dimethyl-8-methoxy-1,2,3,4-tetrahydroquinoline (189 g, 1.0 m) was reacted with ethylene oxide (52.0 g) in an autoclave at 160° C. for 10 hrs. The reaction mixture from the autoclave was distilled under vacuum to yield 169 g (72%) of product which boiled at 150°-138° C. at 1.7/0.5 mm Hg. A small amount of material was slurried in hexane, and after filtering and drying the product melted at 65°-67° C. Reactants: N(CCO)CCO (diethanolamine), COC1=C(C=CC=C1)C=1N(C(C2=C(N1)C=CN=C2C(F)(F)F)=O)[C@@H](CC2=CC=CC=C2)C ((R)-2-(2-methoxyphenyl)-3-(1-phenylpropan-2-yl)-5-(trifluoromethyl)pyrido[4,3-d]pyrimidin-4(3H)-one), B(Cl)(Cl)Cl (boron trichloride). The solvent is ClCCl (dichloromethane), ClCCl (dichloromethane), ClCCl (dichloromethane). Run at temperature 0 celsius, time 3.5 minute. Product: OC1=C(C=CC=C1)C=1N(C(C2=C(N1)C=CN=C2C(F)(F)F)=O)[C@@H](CC2=CC=CC=C2)C ((R)-2-(2-Hydroxy-phenyl)-3-(1-methyl-2-phenyl-ethyl)-5-trifluoromethyl-3H-pyrido[4,3-d]pyrimidin-4-one). The yield is 65.7%. Reaction SMILES: C[O:2][C:3]1[CH:8]=[CH:7][CH:6]=[CH:5][C:4]=1[C:9]1[N:10]([C@H:24]([CH3:32])[CH2:25][C:26]2[CH:31]=[CH:30][CH:29]=[CH:28][CH:27]=2)[C:11](=[O:23])[C:12]2[C:18]([C:19]([F:22])([F:21])[F:20])=[N:17][CH:16]=[CH:15][C:13]=2[N:14]=1.B(Cl)(Cl)Cl.N(CCO)CCO>ClCCl>[OH:2][C:3]1[CH:8]=[CH:7][CH:6]=[CH:5][C:4]=1[C:9]1[N:10]([C@H:24]([CH3:32])[CH2:25][C:26]2[CH:27]=[CH:28][CH:29]=[CH:30][CH:31]=2)[C:11](=[O:23])[C:12]2[C:18]([C:19]([F:22])([F:21])[F:20])=[N:17][CH:16]=[CH:15][C:13]=2[N:14]=1. Procedure: (R)-2-(2-methoxyphenyl)-3-(1-phenylpropan-2-yl)-5-(trifluoromethyl)pyrido[4,3-d]pyrimidin-4(3H)-one (6.6 g, 15.02 mmol) was dissolved in anhydrous dichloromethane (75 mL) and cooled to 0° C. in an ice bath. To this was added a 1M dichloromethane solution of boron trichloride (31.5 mL, 31.5 mmol) slowly to maintain temperature. After addition, the reaction mixture was stirred for 2-5 minutes. The reaction mixture was transferred via canulla to a 0° C. aqueous solution of diethanolamine (10.3 g, 9... Reactants: N1=C(C=CC=C1)C1=C(C(=O)OC)C=CC=C1 (methyl 2-(2-pyridinyl)benzoate), [OH-].[Na+] (sodium hydroxide), O (water). Solvent: CO (methanol). Product: N1=C(C=CC=C1)C1=C(C(=O)O)C=CC=C1 (2-(2-Pyridinyl)benzoic Acid). Yield: 89.2%. As a reaction SMILES: [N:1]1[CH:6]=[CH:5][CH:4]=[CH:3][C:2]=1[C:7]1[CH:16]=[CH:15][CH:14]=[CH:13][C:8]=1[C:9]([O:11]C)=[O:10].[OH-].[Na+].O>CO>[N:1]1[CH:6]=[CH:5][CH:4]=[CH:3][C:2]=1[C:7]1[CH:16]=[CH:15][CH:14]=[CH:13][C:8]=1[C:9]([OH:11])=[O:10] |f:1.2|. Reported procedure: A mixture of 3.0 g of methyl 2-(2-pyridinyl)benzoate and 600 mg of sodium hydroxide in 50 ml of 9:1 methanol:water is refluxed for 4 hours. The reaction mixture is concentrated in vacuo and the residue dissolved in 50 ml of cold water. The solution is neutralized with glacial acetic acid and the resulting product filtered, washed with water, and dried to give 2.5 g of the desired product:M+=200. Starting materials: C(C=C)N1C=NC(=C1)C[C@H](C(=O)O)NC(=O)OCC1=CC=CC=C1 ((R)-3-(1-Allyl-1H-imidazol-4-yl)-2-benzyloxycarbonylaminopropionic acid), ON1N=NC2=C1C=CC=C2 (N-hydroxybenzotriazole), C1(CCCCC1)N=C=NC1CCCCC1 (N,N′-dicyclohexylcarbodiimide), C(C=C)OC[C@H](C(C)C)N ((S)-1-allyloxymethyl-2-methylpropylamine). The solvent is CN(C)C=O (DMF). Run at time 2 hour. Product: C(C1=CC=CC=C1)OC(N[C@H](CC=1N=CN(C1)CC=C)C(N[C@@H](C(C)C)COCC=C)=O)=O (Benzyl[(R)-2-(1-allyl-1H-imidazol-4-yl)-1-((S)-1-allyloxymethyl-2-methylpropylcarbamoyl)ethyl]carbamate). RXN SMILES: [CH2:1]([N:4]1[CH:8]=[C:7]([CH2:9][C@@H:10]([NH:14][C:15]([O:17][CH2:18][C:19]2[CH:24]=[CH:23][CH:22]=[CH:21][CH:20]=2)=[O:16])[C:11]([OH:13])=O)[N:6]=[CH:5]1)[CH:2]=[CH2:3].ON1C2C=CC=CC=2N=N1.C1(N=C=NC2CCCCC2)CCCCC1.[CH2:50]([O:53][CH2:54][C@@H:55]([NH2:59])[CH:56]([CH3:58])[CH3:57])[CH:51]=[CH2:52]>CN(C=O)C>[CH2:18]([O:17][C:15](=[O:16])[NH:14][C@@H:10]([C:11](=[O:13])[NH:59][C@H:55]([CH2:54][O:53][CH2:50][CH:51]=[CH2:52])[CH:56]([CH3:58])[CH3:57])[CH2:9][C:7]1[N:6]=[CH:5][N:4]([CH2:1][CH:2]=[CH2:3])[CH:8]=1)[C:19]1[CH:24]=[CH:23][CH:22]=[CH:21][CH:20]=1. Procedure: A solution of the material from step A in 180 ml of DMF was mixed with 4.18 g (27.32 mmol) of N-hydroxybenzotriazole and 5.64 g (27.32 mmol) of N,N′-dicyclohexylcarbodiimide and stirred at RT for 2 h. Addition of 3.56 g (24.84 mmol) of (S)-1-allyloxymethyl-2-methylpropylamine (1-1B) was followed by stirring at RT for a further 24 h and then concentration, and the residue was partitioned between ethyl acetate and saturated NaHCO3 solution. The organic phase was dried over Na2SO4, filtered and con... Reaction SMILES: [C:1]([CH3:2])([CH3:3])([CH3:4])[O:5][C:6]([C:7]([CH3:8])([CH3:9])[S:10][c:11]1[s:12][cH:13][c:14]([CH2:16][CH2:17][NH2:18])[n:15]1)=[O:19].[CH3:32][N:33]([CH3:34])[CH2:35][CH2:36][CH2:37][N:38]=[C:39]=[N:40][CH2:41][CH3:42].[CH3:53][N:54]([CH3:55])[CH:56]=[O:57].[CH:20]1([CH2:26][CH2:27][CH2:28][C:29](=[O:30])[OH:31])[CH2:21][CH2:22][CH2:23][CH2:24][CH2:25]1.[OH2:58].[OH:43][c:44]1[c:45]2[n:46][n:47][nH:48][c:49]2[cH:50][cH:51][cH:52]1>>[C:1]([CH3:2])([CH3:3])([CH3:4])[O:5][C:6]([C:7]([CH3:8])([CH3:9])[S:10][c:11]1[s:12][cH:13][c:14]([CH2:16][CH2:17][NH:18][C:29]([CH2:28][CH2:27][CH2:26][CH:20]2[CH2:21][CH2:22][CH2:23][CH2:24][CH2:25]2)=[O:30])[n:15]1)=[O:19]. Product: CC(C)(C)OC(=O)C(C)(C)Sc1nc(CCNC(=O)CCCC2CCCCC2)cs1. Starting materials: CC(C)(C)OC(=O)C(C)(C)Sc1nc(CCN)cs1, CCN=C=NCCCN(C)C, CN(C)C=O, O=C(O)CCCC1CCCCC1, O, Oc1cccc2[nH]nnc12.